Dataset: the Open Reaction Database (ORD), a public repository of structured organic reaction records. Task: describe an organic reaction: reactants, conditions, products, and yield Reactants: C(C)(=O)NC1=CC=C(C=C1)NC1=C(C=C(C(=O)O)C=C1S(NC1=CC=C(C=C1)NC(C)=O)(=O)=O)NCC1=CC=CC=C1 (4-(4-acetamidophenylamino)-3-benzylamino-5-(4-acetamidophenylsulfamoyl)-benzoic acid). Solvent: [OH-].[Na+] (sodium hydroxide). The product is NC1=CC=C(C=C1)NC1=C(C=C(C(=O)O)C=C1S(NC1=CC=C(C=C1)N)(=O)=O)NCC1=CC=CC=C1 (4-(4-aminophenylamino)-3-benzylamino-5-(4-aminophenylsulfamoyl)-benzoic acid). As a reaction SMILES: C([NH:4][C:5]1[CH:10]=[CH:9][C:8]([NH:11][C:12]2[C:20]([S:21](=[O:34])(=[O:33])[NH:22][C:23]3[CH:28]=[CH:27][C:26]([NH:29]C(=O)C)=[CH:25][CH:24]=3)=[CH:19][C:15]([C:16]([OH:18])=[O:17])=[CH:14][C:13]=2[NH:35][CH2:36][C:37]2[CH:42]=[CH:41][CH:40]=[CH:39][CH:38]=2)=[CH:7][CH:6]=1)(=O)C>[OH-].[Na+]>[NH2:4][C:5]1[CH:10]=[CH:9][C:8]([NH:11][C:12]2[C:20]([S:21](=[O:34])(=[O:33])[NH:22][C:23]3[CH:28]=[CH:27][C:26]([NH2:29])=[CH:25][CH:24]=3)=[CH:19][C:15]([C:16]([OH:18])=[O:17])=[CH:14][C:13]=2[NH:35][CH2:36][C:37]2[CH:38]=[CH:39][CH:40]=[CH:41][CH:42]=2)=[CH:7][CH:6]=1 |f:1.2|. Procedure: The mixture of 1 g of 4-(4-acetamidophenylamino)-3-benzylamino-5-(4-acetamidophenylsulfamoyl)-benzoic acid and 10 ml of 2 N aqueous sodium hydroxide is refluxed for 1 hour under nitrogen. After cooling it is filtered, the filtrate acidified with glacial acetic acid to a pH of 4-5, the precipitate collected and recrystallized from 30 ml of 50% aqueous ethanol, to yield the 4-(4-aminophenylamino)-3-benzylamino-5-(4-aminophenylsulfamoyl)-benzoic acid melting at 238° with decomposition. Reactants: CCO, Cl, N#Cc1cccc2c1OCCC2. Product: Cl, CCOC(=N)c1cccc2c1OCCC2. RXN SMILES: [CH3:14][CH2:15][OH:16].[ClH:1].[O:2]1[CH2:3][CH2:4][CH2:5][c:6]2[cH:7][cH:8][cH:9][c:10]([C:12]#[N:13])[c:11]21>>[ClH:1].[O:2]1[CH2:3][CH2:4][CH2:5][c:6]2[cH:7][cH:8][cH:9][c:10]([C:12](=[NH:13])[O:16][CH2:15][CH3:14])[c:11]21. Starting materials: O=C(O)C1C2CCC1CC2, NC1CCN(CCc2ccc(F)cc2)C1. Product: O=C(NC1CCN(CCc2ccc(F)cc2)C1)C1C2CCC1CC2. RXN SMILES: [CH:1]12[CH2:2][CH2:3][CH:4]([CH2:5][CH2:6]1)[CH:7]2[C:8](=[O:9])[OH:10].[NH2:11][CH:12]1[CH2:13][N:14]([CH2:17][CH2:18][c:19]2[cH:20][cH:21][c:22]([F:25])[cH:23][cH:24]2)[CH2:15][CH2:16]1>>[CH:1]12[CH2:2][CH2:3][CH:4]([CH2:5][CH2:6]1)[CH:7]2[C:8](=[O:10])[NH:11][CH:12]1[CH2:13][N:14]([CH2:17][CH2:18][c:19]2[cH:20][cH:21][c:22]([F:25])[cH:23][cH:24]2)[CH2:15][CH2:16]1. Starting materials: ClC1=CC=C(C=C1)C1=C(C(OC1(C)O)=O)C1=C(C=C(C=C1F)F)F (4-(4-chlorophenyl)-5-hydroxy-5-methyl-3-(2,4,6-trifluorophenyl)-2(5H)-furanone), O.NN (hydrazine monohydrate). Solvent: C(CCC)O (1-butanol). Run at temperature 90 celsius, time 3 hour. Product: ClC1=CC=C(C=C1)C1=C(C(NN=C1C)=O)C1=C(C=C(C=C1F)F)F (5-(4-chlorophenyl)-6-methyl-4-(2,4,6-trifluorophenyl)-2H-pyridazin-3-one). Isolated yield 41.5%. Reaction SMILES: [Cl:1][C:2]1[CH:7]=[CH:6][C:5]([C:8]2[C:12](O)([CH3:13])[O:11][C:10](=O)[C:9]=2[C:16]2[C:21]([F:22])=[CH:20][C:19]([F:23])=[CH:18][C:17]=2[F:24])=[CH:4][CH:3]=1.O.[NH2:26][NH2:27]>C(O)CCC>[Cl:1][C:2]1[CH:7]=[CH:6][C:5]([C:8]2[C:12]([CH3:13])=[N:27][NH:26][C:10](=[O:11])[C:9]=2[C:16]2[C:21]([F:22])=[CH:20][C:19]([F:23])=[CH:18][C:17]=2[F:24])=[CH:4][CH:3]=1 |f:1.2|. Reported procedure: 17.03 g of 4-(4-chlorophenyl)-5-hydroxy-5-methyl-3-(2,4,6-trifluorophenyl)-2(5H)-furanone, 2.64 g of hydrazine monohydrate and 240 ml of 1-butanol were mixed, and stirred at 90° C. for 3 hours. Then, the reaction mixture was cooled to 0° C. The resulting solid was collected by filtration. The collected solid was washed using hexane and t-butyl methyl ether, and dried under reduced pressure to obtain 6.99 g of 5-(4-chlorophenyl)-6-methyl-4-(2,4,6-trifluorophenyl)-2H-pyridazin-3-one. Reactants: C1CCNC1, CC#N, O=C(c1cc(I)c[nH]1)C(Cl)(Cl)Cl. The product is O=C(c1cc(I)c[nH]1)N1CCCC1. Reaction SMILES: [CH2:1]1[CH2:2][CH2:3][NH:4][CH2:5]1.[CH3:18][C:19]#[N:20].[I:6][c:7]1[cH:8][c:9]([C:12]([C:13]([Cl:14])([Cl:15])[Cl:16])=[O:17])[nH:10][cH:11]1>>[CH2:1]1[CH2:2][CH2:3][N:4]([C:12]([c:9]2[cH:8][c:7]([I:6])[cH:11][nH:10]2)=[O:17])[CH2:5]1. Reactants: O=C([O-])[O-], N#Cc1nc(NC2CCCC2)c2cc(O)ccc2n1, CN1CCN(CCCl)CC1, Cl, Cl, [Cs+], [Cs+], CN(C)C=O. Yields the product CN1CCN(CCOc2ccc3nc(C#N)nc(NC4CCCC4)c3c2)CC1. Reaction SMILES: [C:32](=[O:33])([O-:34])[O-:35].[CH:1]1([NH:6][c:7]2[n:8][c:9]([C:18]#[N:19])[n:10][c:11]3[cH:12][cH:13][c:14]([OH:17])[cH:15][c:16]23)[CH2:2][CH2:3][CH2:4][CH2:5]1.[Cl:22][CH2:23][CH2:24][N:25]1[CH2:26][CH2:27][N:28]([CH3:31])[CH2:29][CH2:30]1.[ClH:20].[ClH:21].[Cs+:36].[Cs+:37].[O:38]=[CH:39][N:40]([CH3:41])[CH3:42]>>[CH:1]1([NH:6][c:7]2[n:8][c:9]([C:18]#[N:19])[n:10][c:11]3[cH:12][cH:13][c:14]([O:17][CH2:23][CH2:24][N:25]4[CH2:26][CH2:27][N:28]([CH3:31])[CH2:29][CH2:30]4)[cH:15][c:16]23)[CH2:2][CH2:3][CH2:4][CH2:5]1. Starting materials: COC(=O)C(Cc1ccc(-c2c(C(F)(F)F)cc(C)n(C)c2=O)cc1)NC(=O)c1c(C)cccc1Cl, CCO, [Na+], [OH-]. Product: Cc1cccc(Cl)c1C(=O)NC(Cc1ccc(-c2c(C(F)(F)F)cc(C)n(C)c2=O)cc1)C(=O)O. RXN SMILES: [CH3:1][O:2][C:3]([CH:4]([NH:5][C:6](=[O:7])[c:8]1[c:9]([Cl:15])[cH:10][cH:11][cH:12][c:13]1[CH3:14])[CH2:16][c:17]1[cH:18][cH:19][c:20](-[c:23]2[c:24](=[O:35])[n:25]([CH3:34])[c:26]([CH3:33])[cH:27][c:28]2[C:29]([F:30])([F:31])[F:32])[cH:21][cH:22]1)=[O:36].[CH3:39][CH2:40][OH:41].[Na+:38].[OH-:37]>>[O:2]=[C:3]([CH:4]([NH:5][C:6](=[O:7])[c:8]1[c:9]([Cl:15])[cH:10][cH:11][cH:12][c:13]1[CH3:14])[CH2:16][c:17]1[cH:18][cH:19][c:20](-[c:23]2[c:24](=[O:35])[n:25]([CH3:34])[c:26]([CH3:33])[cH:27][c:28]2[C:29]([F:30])([F:31])[F:32])[cH:21][cH:22]1)[OH:36]. Starting materials: NC=1SC=2CN(CCC2N1)C(=O)OC(C)(C)C (tert-butyl 2-amino-6,7-dihydrothiazolo[5,4-c]pyridine-5(4H)-carboxylate), BrC=1C(N(C=C(C1)Br)C)=O (3,5-dibromo-1-methylpyridin-2(1H)-one), CC1(C2=C(C(=CC=C2)P(C3=CC=CC=C3)C4=CC=CC=C4)OC5=C(C=CC=C51)P(C6=CC=CC=C6)C7=CC=CC=C7)C (Xantphos), C(=O)([O-])[O-].[Cs+].[Cs+] (Cs2CO3). Reagents/catalysts: C=1C=CC(=CC1)/C=C/C(=O)/C=C/C2=CC=CC=C2.C=1C=CC(=CC1)/C=C/C(=O)/C=C/C2=CC=CC=C2.C=1C=CC(=CC1)/C=C/C(=O)/C=C/C2=CC=CC=C2.[Pd].[Pd] (Pd2(dba)3). Solvent: O1CCOCC1 (dioxane). Reaction conditions: temperature 110 celsius. Product: BrC=1C=C(C(N(C1)C)=O)NC=1SC=2CN(CCC2N1)C(=O)OC(C)(C)C (tert-Butyl 2-(5-Bromo-1-methyl-2-oxo-1,2-dihydropyridin-3-ylamino)-6,7-dihydrothiazolo[5,4-c]pyridine-5 (4H)-carboxylate). Reaction SMILES: [NH2:1][C:2]1[S:3][C:4]2[CH2:5][N:6]([C:11]([O:13][C:14]([CH3:17])([CH3:16])[CH3:15])=[O:12])[CH2:7][CH2:8][C:9]=2[N:10]=1.Br[C:19]1[C:20](=[O:27])[N:21]([CH3:26])[CH:22]=[C:23]([Br:25])[CH:24]=1.CC1(C)C2C(=C(P(C3C=CC=CC=3)C3C=CC=CC=3)C=CC=2)OC2C(P(C3C=CC=CC=3)C3C=CC=CC=3)=CC=CC1=2.C([O-])([O-])=O.[Cs+].[Cs+]>C1C=CC(/C=C/C(/C=C/C2C=CC=CC=2)=O)=CC=1.C1C=CC(/C=C/C(/C=C/C2C=CC=CC=2)=O)=CC=1.C1C=CC(/C=C/C(/C=C/C2C=CC=CC=2)=O)=CC=1.[Pd].[Pd].O1CCOCC1>[Br:25][C:23]1[CH:24]=[C:19]([NH:1][C:2]2[S:3][C:4]3[CH2:5][N:6]([C:11]([O:13][C:14]([CH3:17])([CH3:16])[CH3:15])=[O:12])[CH2:7][CH2:8][C:9]=3[N:10]=2)[C:20](=[O:27])[N:21]([CH3:26])[CH:22]=1 |f:3.4.5,6.7.8.9.10|. Procedure: A 100-mL round-bottomed flask equipped with a reflux condenser was charged with tert-butyl 2-amino-6,7-dihydrothiazolo[5,4-c]pyridine-5(4H)-carboxylate (600 mg, 2.35 mmol), 3,5-dibromo-1-methylpyridin-2(1H)-one (942 mg, 3.53 mmol), Pd2(dba)3 (214 mg, 0.235 mmol), Xantphos (270.5 mg, 0.47 mmol), Cs2CO3 (1.53 g, 4.7 mmol), and dioxane (30 mL). After bubbling nitrogen through the mixture for 30 minutes, it was heated at 110° C. under N2 protection for 12 h. Analysis of reaction mixture by LCMS show...